Dataset: the Open Reaction Database (ORD), a public repository of structured organic reaction records. Task: describe an organic reaction: reactants, conditions, products, and yield Starting materials: Fc1cc(Br)ccn1, COc1ccc(F)c(-c2ccc(CO)cc2C2=CCCC2(C)C)c1, [H-], [Na+], CN(C)C=O, O. Product: COc1ccc(F)c(-c2ccc(COc3cc(Br)ccn3)cc2C2=CCCC2(C)C)c1. Reaction SMILES: [Br:27][c:28]1[cH:29][c:30]([F:34])[n:31][cH:32][cH:33]1.[CH3:1][C:2]1([CH3:24])[CH2:3][CH2:4][CH:5]=[C:6]1[c:7]1[c:8](-[c:15]2[c:16]([F:23])[cH:17][cH:18][c:19]([O:21][CH3:22])[cH:20]2)[cH:9][cH:10][c:11]([CH2:13][OH:14])[cH:12]1.[H-:25].[Na+:26].[O:35]=[CH:36][N:37]([CH3:38])[CH3:39].[OH2:40]>>[CH3:1][C:2]1([CH3:24])[CH2:3][CH2:4][CH:5]=[C:6]1[c:7]1[c:8](-[c:15]2[c:16]([F:23])[cH:17][cH:18][c:19]([O:21][CH3:22])[cH:20]2)[cH:9][cH:10][c:11]([CH2:13][O:14][c:30]2[cH:29][c:28]([Br:27])[cH:33][cH:32][n:31]2)[cH:12]1. Reaction SMILES: Br[C:2]1[C:3]([C:12]2[CH:13]=[N:14][CH:15]=[CH:16][CH:17]=2)=[N:4][C:5]([NH2:11])=[C:6]([N+:8]([O-:10])=[O:9])[CH:7]=1.[F:18][C:19]1[CH:20]=[N:21][CH:22]=[C:23]([F:38])[C:24]=1[Sn](CCCC)(CCCC)CCCC>O1CCOCC1.C1(P([Pd-](Cl)P(C2C=CC=CC=2)(C2C=CC=CC=2)C2C=CC=CC=2)(C2C=CC=CC=2)C2C=CC=CC=2)C=CC=CC=1.[Cu]I>[F:18][C:19]1[CH:20]=[N:21][CH:22]=[C:23]([F:38])[C:24]=1[C:2]1[C:3]([C:12]2[CH:13]=[N:14][CH:15]=[CH:16][CH:17]=2)=[N:4][C:5]([NH2:11])=[C:6]([N+:8]([O-:10])=[O:9])[CH:7]=1. Reported procedure: A mixture of 3-bromo-5-nitro-2,3′-bipyridin-6-amine (Intermediate 1, step b, 1 g, 3.39 mmol), 3,5-difluoro-4-tributylstannanylpyridine (1.5 g, 3.71 mmol), bis(triphenylphosphino) palladium (II) chloride (0.24 g, 0.34 mmol) and copper (I) iodide (0.13 g, 0.68 mmol) in dioxane (15 mL) was heated at 150° C. for 6 hours in Biotage Initiator Microwave Synthesizer. Solvent: O1CCOCC1 (dioxane). Conditions: temperature 150 celsius. Yields the product FC=1C=NC=C(C1C=1C(=NC(=C(C1)[N+](=O)[O-])N)C=1C=NC=CC1)F (3″,5″-difluoro-5′-nitro-3,2′:3′,4″-terpyridin-6′-amine). Starting materials: BrC=1C(=NC(=C(C1)[N+](=O)[O-])N)C=1C=NC=CC1 (3-bromo-5-nitro-2,3′-bipyridin-6-amine), BrC=1C(=NC(=C(C1)[N+](=O)[O-])N)C=1C=NC=CC1 (3-bromo-5-nitro-2,3′-bipyridin-6-amine), FC=1C=NC=C(C1[Sn](CCCC)(CCCC)CCCC)F (3,5-difluoro-4-tributylstannanylpyridine). The reagents and catalysts are C1(=CC=CC=C1)P(C1=CC=CC=C1)(C1=CC=CC=C1)[Pd-](P(C1=CC=CC=C1)(C1=CC=CC=C1)C1=CC=CC=C1)Cl (bis(triphenylphosphino) palladium (II) chloride), [Cu]I (copper (I) iodide). Reactants: NC1=CC=CC=C1 (aniline), ClC1=CC=C(CN(C(=S)Cl)C(C)CC)C=C1 (N-(4-chlorobenzyl)-N-sec.-butyl-thiocarbamoyl chloride). Solvent: C1(=CC=CC=C1)C (toluene), C1(=CC=CC=C1)C (toluene). Yields the product ClC1=CC=C(CN(C(=S)NC2=CC=CC=C2)C(C)CC)C=C1 (N-(4-chlorobenzyl)-N-sec.-butyl-N'-phenylthiourea). Isolated yield 68.2%. Reaction SMILES: [NH2:1][C:2]1[CH:7]=[CH:6][CH:5]=[CH:4][CH:3]=1.[Cl:8][C:9]1[CH:23]=[CH:22][C:12]([CH2:13][N:14]([CH:18]([CH2:20][CH3:21])[CH3:19])[C:15](Cl)=[S:16])=[CH:11][CH:10]=1>C1(C)C=CC=CC=1>[Cl:8][C:9]1[CH:10]=[CH:11][C:12]([CH2:13][N:14]([CH:18]([CH2:20][CH3:21])[CH3:19])[C:15]([NH:1][C:2]2[CH:7]=[CH:6][CH:5]=[CH:4][CH:3]=2)=[S:16])=[CH:22][CH:23]=1. Procedure details: 19 g of aniline were dissolved in 300 ml of toluene. To the resulting solution, a solution of 28 g of N-(4-chlorobenzyl)-N-sec.-butyl-thiocarbamoyl chloride in 70 ml of toluene was added dropwise, under cooling and stirring. After the dropwise addition, the temperature of the solution was gradually raised, and then the solution was stirred at a temperature of 70°-80° C. for about 5 hours. The solution was cooled to precipitate aniline hydrochloride, which was then separated by filtration. The to...